This data is from the Open Reaction Database (ORD), a public repository of structured organic reaction records. The task is: describe an organic reaction: reactants, conditions, products, and yield Starting materials: Cn1ncc2c(N)cc(Br)cc21, C1COCCO1, CS(=O)(=O)Nc1cc(B(O)O)cnc1Cl, [Na+], [Na+], O=C([O-])[O-], O. Product: Cn1ncc2c(N)cc(-c3cnc(Cl)c(NS(C)(=O)=O)c3)cc21. As a reaction SMILES: [Br:1][c:2]1[cH:3][c:4]([NH2:12])[c:5]2[cH:6][n:7][n:8]([CH3:11])[c:9]2[cH:10]1.[CH2:35]1[O:36][CH2:37][CH2:38][O:39][CH2:40]1.[Cl:19][c:20]1[c:21]([NH:29][S:30](=[O:31])(=[O:32])[CH3:33])[cH:22][c:23]([B:26]([OH:27])[OH:28])[cH:24][n:25]1.[Na+:13].[Na+:14].[O-:15][C:16](=[O:17])[O-:18].[OH2:34]>>[c:2]1(-[c:23]2[cH:22][c:21]([NH:29][S:30](=[O:31])(=[O:32])[CH3:33])[c:20]([Cl:19])[n:25][cH:24]2)[cH:3][c:4]([NH2:12])[c:5]2[cH:6][n:7][n:8]([CH3:11])[c:9]2[cH:10]1.